Dataset: the Open Reaction Database (ORD), a public repository of structured organic reaction records. Task: describe an organic reaction: reactants, conditions, products, and yield The reactants are ON1C(CCC1=O)=O (N-hydroxysuccinimide), C1(CCCCC1)N=C=NC1CCCCC1 (dicyclohexylcarbodiimide), N([C@@H](C)C(=O)N[C@H](CCC(O)=O)C(=O)OCC1=CC=CC=C1)C(=O)CCCCCCCCCCCCCCC (palmitoyl-L-Ala-D-Glu(OH)OBzl). Run in O1CCCC1 (tetrahydrofuran), C(Cl)(Cl)Cl (chloroform). Run at time 18 hour. The product is N([C@@H](C)C(=O)N[C@H](CCC(ON1C(=O)CCC1=O)=O)C(=O)OCC1=CC=CC=C1)C(=O)CCCCCCCCCCCCCCC (palmitoyl-L-Ala-D-Glu(OSu)OBzl). Isolated yield 7846.1%. Reaction SMILES: [NH:1]([C:23]([CH2:25][CH2:26][CH2:27][CH2:28][CH2:29][CH2:30][CH2:31][CH2:32][CH2:33][CH2:34][CH2:35][CH2:36][CH2:37][CH2:38][CH3:39])=[O:24])[C@H:2]([C:4]([NH:6][C@@H:7]([C:13]([O:15][CH2:16][C:17]1[CH:22]=[CH:21][CH:20]=[CH:19][CH:18]=1)=[O:14])[CH2:8][CH2:9][C:10](=[O:12])[OH:11])=[O:5])[CH3:3].O[N:41]1[C:45](=[O:46])[CH2:44][CH2:43][C:42]1=[O:47].C1(N=C=NC2CCCCC2)CCCCC1>O1CCCC1.C(Cl)(Cl)Cl>[NH:1]([C:23]([CH2:25][CH2:26][CH2:27][CH2:28][CH2:29][CH2:30][CH2:31][CH2:32][CH2:33][CH2:34][CH2:35][CH2:36][CH2:37][CH2:38][CH3:39])=[O:24])[C@H:2]([C:4]([NH:6][C@@H:7]([C:13]([O:15][CH2:16][C:17]1[CH:18]=[CH:19][CH:20]=[CH:21][CH:22]=1)=[O:14])[CH2:8][CH2:9][C:10](=[O:11])[O:12][N:41]1[C:45](=[O:46])[CH2:44][CH2:43][C:42]1=[O:47])=[O:5])[CH3:3]. Procedure: To a solution of palmitoyl-L-Ala-D-Glu(OH)OBzl (1)(1.84 g) in a mixture of tetrahydrofuran (20 ml) and chloroform (30 ml) were added N-hydroxysuccinimide (425 mg) and dicyclohexylcarbodiimide (728 mg). The reaction mixture was kept for 18 hours at room temperature and the precipitate was filtered off and washed with chloroform. The filtrate was concentrated in vacuo and the diisopropylether was added to the residue. The product was collected and dried to afford palmitoyl-L-Ala-D-Glu(OSu)OBzl (2)... Reagents/catalysts: C=1C=CC(=CC1)/C=C/C(=O)/C=C/C2=CC=CC=C2.C=1C=CC(=CC1)/C=C/C(=O)/C=C/C2=CC=CC=C2.C=1C=CC(=CC1)/C=C/C(=O)/C=C/C2=CC=CC=C2.[Pd].[Pd] (Pd2(dba)3). As a reaction SMILES: Br[C:2]1[CH:11]=[CH:10][CH:9]=[C:8]2[C:3]=1[CH2:4][N:5]([CH3:21])[C:6](=[O:20])[N:7]2[CH2:12][C:13]1[CH:18]=[CH:17][CH:16]=[C:15]([F:19])[CH:14]=1.[C:22]([N:29]1[CH2:34][CH2:33][NH:32][CH2:31][CH2:30]1)([O:24][C:25]([CH3:28])([CH3:27])[CH3:26])=[O:23].C1C=CC(P(C2C(C3C(P(C4C=CC=CC=4)C4C=CC=CC=4)=CC=C4C=3C=CC=C4)=C3C(C=CC=C3)=CC=2)C2C=CC=CC=2)=CC=1.CC([O-])(C)C.[Na+]>C1(C)C=CC=CC=1.C1C=CC(/C=C/C(/C=C/C2C=CC=CC=2)=O)=CC=1.C1C=CC(/C=C/C(/C=C/C2C=CC=CC=2)=O)=CC=1.C1C=CC(/C=C/C(/C=C/C2C=CC=CC=2)=O)=CC=1.[Pd].[Pd]>[C:25]([O:24][C:22]([N:29]1[CH2:34][CH2:33][N:32]([C:2]2[CH:11]=[CH:10][CH:9]=[C:8]3[C:3]=2[CH2:4][N:5]([CH3:21])[C:6](=[O:20])[N:7]3[CH2:12][C:13]2[CH:18]=[CH:17][CH:16]=[C:15]([F:19])[CH:14]=2)[CH2:31][CH2:30]1)=[O:23])([CH3:28])([CH3:26])[CH3:27] |f:3.4,6.7.8.9.10|. Reported procedure: A solution of 5-bromo-1-(3-fluoro-benzyl)-3-methyl-3,4-dihydro-1H-quinazolin-2-one (156 mg, 0.45 mmol) and 1-Boc-piperazine (100 mg, 0.54 mmol) in 1 ml toluene was added to a mixture of Pd2(dba)3 (8 mg, 0.009 mmol), BINAP (2,2′-bis(diphenylphosphino)-1,1′-binaphthyl (14 mg, 0.022 mmol), and NaOt-Bu (65 mg, 0.67 mmol). With stirring, the solution was heated at 95° C.–100° C. for 1 hour and was allowed to cool to room temperature. The reaction mixture was filtered through celite and washed with et... Isolated yield 35.2%. Starting materials: BrC1=C2CN(C(N(C2=CC=C1)CC1=CC(=CC=C1)F)=O)C (5-bromo-1-(3-fluoro-benzyl)-3-methyl-3,4-dihydro-1H-quinazolin-2-one), C(=O)(OC(C)(C)C)N1CCNCC1 (1-Boc-piperazine), C=1C=CC(=CC1)P(C=2C=CC=CC2)C3=CC=C4C=CC=CC4=C3C5=C6C=CC=CC6=CC=C5P(C=7C=CC=CC7)C=8C=CC=CC8 (BINAP), C1(=CC=CC=C1)P(C1=C(C2=CC=CC=C2C=C1)C1=C(C=CC2=CC=CC=C12)P(C1=CC=CC=C1)C1=CC=CC=C1)C1=CC=CC=C1 (2,2′-bis(diphenylphosphino)-1,1′-binaphthyl), CC(C)(C)[O-].[Na+] (NaOt-Bu). Yields the product C(C)(C)(C)OC(=O)N1CCN(CC1)C1=C2CN(C(N(C2=CC=C1)CC1=CC(=CC=C1)F)=O)C (4-[1-(3-fluoro-benzyl)-3-methyl-2-oxo-1,2,3,4-tetrahydro-quinazolin-5-yl]-piperazine-1-carboxylic acid tert-butyl ester). Run in C1(=CC=CC=C1)C (toluene). Starting materials: CN(C)c1cc(NC(=O)OC(C)(C)C)c(NC(=O)CC(=O)c2cccc(-n3ccnn3)c2)cc1-c1ccccc1F, ClCCl, O=C(O)C(F)(F)F. Product: CN(C)c1cc2c(cc1-c1ccccc1F)NC(=O)CC(c1cccc(-n3ccnn3)c1)=N2. Reaction SMILES: [C:1]([O:2][C:3](=[O:4])[NH:7][c:8]1[cH:9][c:10]([N:38]([CH3:39])[CH3:40])[c:11](-[c:31]2[c:32]([F:37])[cH:33][cH:34][cH:35][cH:36]2)[cH:12][c:13]1[NH:14][C:15]([CH2:16][C:17](=[O:5])[c:18]1[cH:19][c:20](-[n:24]2[n:25][n:26][cH:27][cH:28]2)[cH:21][cH:22][cH:23]1)=[O:30])([CH3:6])([CH3:29])[CH3:41].[Cl:49][CH2:50][Cl:51].[F:42][C:43]([F:44])([F:45])[C:46]([OH:47])=[O:48]>>[N:7]1=[C:17]([c:18]2[cH:19][c:20](-[n:24]3[n:25][n:26][cH:27][cH:28]3)[cH:21][cH:22][cH:23]2)[CH2:16][C:15](=[O:30])[NH:14][c:13]2[c:8]1[cH:9][c:10]([N:38]([CH3:39])[CH3:40])[c:11](-[c:31]1[c:32]([F:37])[cH:33][cH:34][cH:35][cH:36]1)[cH:12]2. RXN SMILES: [CH3:11][CH:12]([CH2:13][CH2:14][NH:15][C:16](=[O:17])[c:18]1[n:19][n:20][c:21]([N:24]2[CH2:25][CH2:26][NH:27][CH2:28][CH2:29]2)[cH:22][cH:23]1)[CH3:30].[F:1][C:2]([C:3]1([C:6](=[O:7])[OH:8])[CH2:4][CH2:5]1)([F:9])[F:10]>>[F:1][C:2]([C:3]1([C:6](=[O:7])[N:27]2[CH2:26][CH2:25][N:24]([c:21]3[n:20][n:19][c:18]([C:16]([NH:15][CH2:14][CH2:13][CH:12]([CH3:11])[CH3:30])=[O:17])[cH:23][cH:22]3)[CH2:29][CH2:28]2)[CH2:4][CH2:5]1)([F:9])[F:10]. Reactants: CC(C)CCNC(=O)c1ccc(N2CCNCC2)nn1, O=C(O)C1(C(F)(F)F)CC1. The product is CC(C)CCNC(=O)c1ccc(N2CCN(C(=O)C3(C(F)(F)F)CC3)CC2)nn1. Reactants: CCS(=O)(=O)N1CC(=CC#N)C1, C1CCC2=NCCCN2CC1, CC#N, C[Si](C)(C)CCOCn1ccc2c(-c3cn[nH]c3)ncnc21. Product: CCS(=O)(=O)N1CC(CC#N)(n2cc(-c3ncnc4c3ccn4COCC[Si](C)(C)C)cn2)C1. Reaction SMILES: [CH2:23]([CH3:24])[S:25](=[O:26])(=[O:27])[N:28]1[CH2:29][C:30](=[CH:32][C:33]#[N:34])[CH2:31]1.[CH2:35]1[CH2:36][CH2:37][C:38]2=[N:43][CH2:42][CH2:41][CH2:40][N:39]2[CH2:44][CH2:45]1.[CH3:46][C:47]#[N:48].[nH:1]1[n:2][cH:3][c:4](-[c:6]2[c:7]3[c:8]([n:9][cH:10][n:11]2)[n:12]([CH2:15][O:16][CH2:17][CH2:18][Si:19]([CH3:20])([CH3:21])[CH3:22])[cH:13][cH:14]3)[cH:5]1>>[n:1]1([C:30]2([CH2:32][C:33]#[N:34])[CH2:29][N:28]([S:25]([CH2:23][CH3:24])(=[O:26])=[O:27])[CH2:31]2)[n:2][cH:3][c:4](-[c:6]2[c:7]3[c:8]([n:9][cH:10][n:11]2)[n:12]([CH2:15][O:16][CH2:17][CH2:18][Si:19]([CH3:20])([CH3:21])[CH3:22])[cH:13][cH:14]3)[cH:5]1. Reactants: FC1(C=2C=CC=CC2C[C@H]2N=C(O[C@H]21)C2=CC=CC=C2)F ((±)-(3aR,9aR)-9,9-difluoro-3a,4,9,9a-tetrahydro-2-phenyl-naphth[2,3-d]oxazole), Cl (hydrochloric acid). The product is Cl.N[C@H]1[C@H](C(C2=CC=CC=C2C1)(F)F)O ((±)-(2R,3R)-3-Amino-1,1-difluoro-1,2,3,4-tetrahydro-2-naphthalenol, hydrochloride). As a reaction SMILES: [F:1][C:2]1([F:21])[C@H:14]2[C@H:10]([N:11]=C(C3C=CC=CC=3)[O:13]2)[CH2:9][C:8]2[CH:7]=[CH:6][CH:5]=[CH:4][C:3]1=2.[ClH:22]>>[ClH:22].[NH2:11][C@@H:10]1[CH2:9][C:8]2[C:3](=[CH:4][CH:5]=[CH:6][CH:7]=2)[C:2]([F:1])([F:21])[C@@H:14]1[OH:13] |f:2.3|. Procedure: A suspension of (±)-(3aR,9aR)-9,9-difluoro-3a,4,9,9a-tetrahydro-2-phenyl-naphth[2,3-d]oxazole (50 mg) in 2.5 N aqueous hydrochloric acid was refluxed overnight. The mixture was concentrated in vacuo and the residue was crystallized from water. Benzoic acid was filtered and the filtrate was concentrated to afford the crude product which was recrystallized from methanol/ethyl acetate affording the title compound (35 mg).